Dataset: the Open Reaction Database (ORD), a public repository of structured organic reaction records. Task: describe an organic reaction: reactants, conditions, products, and yield The reactants are NC([C@H]([C@H](C)NC(OCC1=CC=CC=C1)=O)O[Si](C)(C)C(C)(C)C)=S (benzyl ((1S,2S)-3-amino-2-{[tert-butyl(dimethyl)silyl]oxy}-1-methyl-3-thioxopropyl)carbamate), ClCC(C)=O (chloroacetone). The solvent is CCO (EtOH). Reaction conditions: time 2 day. Product: O[C@@H]([C@H](C)NC(OCC1=CC=CC=C1)=O)C=1SC=C(N1)C (benzyl [(1S,2S)-2-hydroxy-1-methyl-2-(4-methyl-1,3-thiazol-2-yl)ethyl]carbamate). RXN SMILES: [NH2:1][C:2](=[S:25])[C@@H:3]([O:17][Si](C(C)(C)C)(C)C)[C@@H:4]([NH:6][C:7](=[O:16])[O:8][CH2:9][C:10]1[CH:15]=[CH:14][CH:13]=[CH:12][CH:11]=1)[CH3:5].Cl[CH2:27][C:28](=O)[CH3:29]>CCO>[OH:17][C@H:3]([C:2]1[S:25][CH:27]=[C:28]([CH3:29])[N:1]=1)[C@@H:4]([NH:6][C:7](=[O:16])[O:8][CH2:9][C:10]1[CH:11]=[CH:12][CH:13]=[CH:14][CH:15]=1)[CH3:5]. Procedure details: A solution of benzyl ((1S,2S)-3-amino-2-{[tert-butyl(dimethyl)silyl]oxy}-1-methyl-3-thioxopropyl)carbamate (96.8 mg, 0.253 mmol) and chloroacetone (117 mg, 101 μL, 1.27 mmol) in dry EtOH (5 mL) was heated at reflux under N2 for 20 h, then stirred at room temperature for 2 days. The reaction mixture was concentrated in vacuo to give the crude product. This was purified by flash chromatography (Si, 12×160 mm, 0-100% EtOAc in hexanes gradient) to afford benzyl [(1S,2S)-2-hydroxy-1-methyl-2-(4-methy... Reactants: N[C@H](CO)CCOC1=CC=C(C=C1)Cl ((S)-2-amino-4-(4-chloro-phenoxy)-butan-1-ol), N#CBr (cyanogen bromide). Product: ClC1=CC=C(OCC[C@@H]2N=C(OC2)N)C=C1 ((S)-4-[2-(4-chloro-phenoxy)-ethyl]-4,5-dihydro-oxazol-2-ylamine). RXN SMILES: [NH2:1][C@@H:2]([CH2:5][CH2:6][O:7][C:8]1[CH:13]=[CH:12][C:11]([Cl:14])=[CH:10][CH:9]=1)[CH2:3][OH:4].[N:15]#[C:16]Br>>[Cl:14][C:11]1[CH:10]=[CH:9][C:8]([O:7][CH2:6][CH2:5][C@H:2]2[CH2:3][O:4][C:16]([NH2:15])=[N:1]2)=[CH:13][CH:12]=1. Procedure: In analogy to example 1d (S)-2-amino-4-(4-chloro-phenoxy)-butan-1-ol was reacted with cyanogen bromide to give (S)-4-[2-(4-chloro-phenoxy)-ethyl]-4,5-dihydro-oxazol-2-ylamine. White solid. MS (ISP): 240.9 ([M+H]+))